This data is from the Open Reaction Database (ORD), a public repository of structured organic reaction records. The task is: describe an organic reaction: reactants, conditions, products, and yield The reactants are C(C)(C)(C)C=1C(C(=CC(C1)=O)C(C)(C)C)=O (2,6-di-tert-butyl-1,4-benzoquinone), NC1=NC=CN=C1 (aminopyrazine), O1CCCC1 (tetrahydrofuran), N1=CC=CC=C1 (pyridine), N1=CC=CC=C1 (pyridine), N1=CC=CC=C1 (pyridine). Reagents/catalysts: [Ti](Cl)(Cl)(Cl)Cl (titanium tetrachloride), [Ti](Cl)(Cl)(Cl)Cl (titanium tetrachloride), [Ti](Cl)(Cl)(Cl)Cl (titanium tetrachloride). Run in ClC(C)Cl (dichloroethane), ClC(C)Cl (dichloroethane), ClC(C)Cl (dichloroethane). Product: C(C)(C)(C)C=1C(C(=CC(C1)=NC1=NC=CN=C1)C(C)(C)C)=O (2,6-di-tert-butyl-4-pyrazinylimino-2,5-cyclohexadien-1-one). RXN SMILES: [C:1]([C:5]1[C:6](=[O:16])[C:7]([C:12]([CH3:15])([CH3:14])[CH3:13])=[CH:8][C:9](=O)[CH:10]=1)([CH3:4])([CH3:3])[CH3:2].[NH2:17][C:18]1[CH:23]=[N:22][CH:21]=[CH:20][N:19]=1.O1CCCC1.N1C=CC=CC=1>ClC(Cl)C.[Ti](Cl)(Cl)(Cl)Cl>[C:1]([C:5]1[C:6](=[O:16])[C:7]([C:12]([CH3:15])([CH3:14])[CH3:13])=[CH:8][C:9](=[N:17][C:18]2[CH:23]=[N:22][CH:21]=[CH:20][N:19]=2)[CH:10]=1)([CH3:4])([CH3:3])[CH3:2]. Procedure details: A 47 g quantity of 2,6-di-tert-butyl-1,4-benzoquinone and 20 g of aminopyrazine were added to 300 ml of tetrahydrofuran and dissolved therein with heating. To the solution was added a yellow suspension (which had been prepared by adding 12 ml of titanium tetrachloride dropwise with ice-cooling and stirring to a solution of 35 ml of pyridine in 200 ml of dichloroethane), and the mixture was refluxed with heating for 1 hour. To the reaction mixture was added a suspension of 70 ml of pyridine, 24 m...